This data is from the Open Reaction Database (ORD), a public repository of structured organic reaction records. The task is: describe an organic reaction: reactants, conditions, products, and yield Reactants: [Mg] (magnesium), CC1=C(N)C(=CC=C1)C(C)=O (2-methyl-6-acetylaniline), CI (methyl iodide), CI (methyl iodide), CI (methyl iodide), C(Cl)Cl (methylene chloride). Run in C(C)OCC (ethyl ether), C(C)OCC (ethyl ether), C(C)OCC (ethyl ether), C(C)OCC (ethyl ether), C(C)OCC (ethyl ether). Run at time 8 hour. Yields the product CC1=C(N)C(=CC=C1)C(C)(O)C (2-methyl-6-(1-methyl-1-hydroxyethyl)-aniline). RXN SMILES: [Mg].CI.[CH3:4][C:5]1[CH:11]=[CH:10][CH:9]=[C:8]([C:12](=[O:14])[CH3:13])[C:6]=1[NH2:7].[CH2:15](Cl)Cl>C(OCC)C>[CH3:4][C:5]1[CH:11]=[CH:10][CH:9]=[C:8]([C:12]([CH3:15])([OH:14])[CH3:13])[C:6]=1[NH2:7]. Procedure: In this example 234.93 g (9.66 moles) of magnesium was placed under nitrogen and then mixed with 583 ml of ethyl ether at room temperature. A small amount of methyl iodide was then added with gentle stirring followed by the addition of another 468 ml of ethyl ether. A methyl iodide solution containing 1,371.72 g (9.66 moles) of methyl iodide in 468 ml of ethyl ether was slowly added at reflux over a 21/4-21/2-hour period. (During this period the mixture was diluted with another 583 ml of ethyl e... Starting materials: CN, CCO, Cc1ccc(S(=O)(=O)OC2CCN(Cc3ccccc3)C2)cc1. Yields the product NCC1CCN(Cc2ccccc2)C1. Reaction SMILES: [CH3:1][NH2:2].[CH3:26][CH2:27][OH:28].[c:3]1([CH3:4])[cH:5][cH:6][c:7]([S:8]([O:9][CH:13]2[CH2:14][N:15]([CH2:18][c:19]3[cH:20][cH:21][cH:22][cH:23][cH:24]3)[CH2:16][CH2:17]2)(=[O:10])=[O:11])[cH:12][cH:25]1>>[CH2:1]([NH2:2])[CH:13]1[CH2:14][N:15]([CH2:18][c:19]2[cH:20][cH:21][cH:22][cH:23][cH:24]2)[CH2:16][CH2:17]1.